Task: describe an organic reaction: reactants, conditions, products, and yield. Dataset: the Open Reaction Database (ORD), a public repository of structured organic reaction records Reactants: C(C)(C)(C)OC(=O)N1C[C@@H](CC1)SCC1=CC=C(C=C1)OC ((3R)-1-t-butoxycarbonyl-3-(4-methoxybenzylthio)pyrrolidine), Cl (hydrogen chloride). The solvent is C(C)(C)OC(C)C (diisopropyl ether), C(C)(=O)OCC (ethyl acetate), C(C)(=O)OCC (ethyl acetate). Reaction conditions: time 30 minute. Yields the product Cl.COC1=CC=C(CS[C@@H]2CNCC2)C=C1 ((3S)-3-(4-Methoxybenzylthio)pyrrolidine hydrochloride). RXN SMILES: [ClH:1].C(OC([N:9]1[CH2:13][CH2:12][C@@H:11]([S:14][CH2:15][C:16]2[CH:21]=[CH:20][C:19]([O:22][CH3:23])=[CH:18][CH:17]=2)[CH2:10]1)=O)(C)(C)C>C(OCC)(=O)C.C(OC(C)C)(C)C>[ClH:1].[CH3:23][O:22][C:19]1[CH:18]=[CH:17][C:16]([CH2:15][S:14][C@H:11]2[CH2:12][CH2:13][NH:9][CH2:10]2)=[CH:21][CH:20]=1 |f:4.5|. Procedure details: 106 ml of a 4N ethyl acetate solution of hydrogen chloride were added, whilst ice-cooling, to a solution of 27.50 g of (3R)-1-t-butoxycarbonyl-3-(4-methoxybenzylthio)pyrrolidine [prepared as described in step (2) above] dissolved in 100 ml of ethyl acetate, and the mixture was stirred at 0° to 5° C. for 30 minutes and then at 25° C. for 2 hours. At the end of this time, the mixture was diluted with 200 ml of diisopropyl ether, and the crystals which precipitated were collected by filtration, to ... Reactants: [C-]#N.[Li+] (lithium cyanide), C(C)OC(=O)CCC1C(C2=CC=CC=C2CC1)=O (2-(2-Ethoxycarbonylethyl)-3,4-dihydro-1(2H)-naphthalenone), C(#N)P(OCC)(OCC)=O (diethyl cyanophosphonate), solution, O (water). The solvent is CN(C)C=O (DMF), C1CCOC1 (THF). Run at time 8 hour. Product: C(#N)C1=C(CCC2=CC=CC=C12)CCC(=O)OCC (1-Cyano-2-(2-ethoxycarbonylethyl)-3,4-dihydronaphthalene). Isolated yield 64.1%. RXN SMILES: [CH2:1]([O:3][C:4]([CH2:6][CH2:7][CH:8]1[CH2:17][CH2:16][C:15]2[C:10](=[CH:11][CH:12]=[CH:13][CH:14]=2)[C:9]1=O)=[O:5])[CH3:2].[C:19](P(=O)(OCC)OCC)#[N:20].[C-]#N.[Li+].O>C1COCC1.CN(C=O)C>[C:19]([C:9]1[C:10]2[C:15](=[CH:14][CH:13]=[CH:12][CH:11]=2)[CH2:16][CH2:17][C:8]=1[CH2:7][CH2:6][C:4]([O:3][CH2:1][CH3:2])=[O:5])#[N:20] |f:2.3|. Reported procedure: 2-(2-Ethoxycarbonylethyl)-3,4-dihydro-1(2H)-naphthalenone (19.7 g, 80 mmol), from Step 1, was dissolved in 200 mL of dry THF and diethyl cyanophosphonate (23.6 mL, 160 mmol), commercially available from Aldrich Chemical Company, was added, followed by 160 mL of a 0.5M solution of lithium cyanide in DMF. The reaction mixture was stirred at ambient temperature overnight and then poured into water. The aqueous mixture was extracted with three portions of diethyl ether. The ether extracts were dried... The reactants are FC1=CC=C(C=C1)N1C(=NC(=C1)C=O)C (1-(4-fluoro-phenyl)-2-methyl-1H-imidazole-4-carbaldehyde), COP(OC)(=O)C(C(C)=O)=[N+]=[N-] ((1-Diazo-2-oxo-propyl)-phosphonic acid dimethyl ester), C([O-])([O-])=O.[K+].[K+] (Potassium carbonate). The solvent is CO (methanol), CO (methanol). Reaction conditions: time 8 hour. The product is C(#C)C=1N=C(N(C1)C1=CC=C(C=C1)F)C (4-Ethynyl-1-(4-fluoro-phenyl)-2-methyl-1H-imidazole), solid. The yield is 67.0%. Reaction SMILES: COP([C:7](=[N+:11]=[N-])[C:8](=O)[CH3:9])(=O)OC.C(=O)([O-])[O-].[K+].[K+].[F:19][C:20]1[CH:25]=[CH:24][C:23]([N:26]2[CH:30]=C(C=O)N=[C:27]2[CH3:33])=[CH:22][CH:21]=1>CO>[C:8]([C:7]1[N:11]=[C:27]([CH3:33])[N:26]([C:23]2[CH:24]=[CH:25][C:20]([F:19])=[CH:21][CH:22]=2)[CH:30]=1)#[CH:9] |f:1.2.3|. Procedure: (1-Diazo-2-oxo-propyl)-phosphonic acid dimethyl ester (6.51 g, 33.9 mmol) was dissolved in 100 mL methanol. Potassium carbonate (7.81 g, 56.5 mmol) was added. A solution of 1-(4-fluoro-phenyl)-2-methyl-1H-imidazole-4-carbaldehyde (5.77 g, 45 mmol) in 100 mmol methanol was added dropwise at RT. The reaction mixture was stirred at RT overnight. The solvent was evaporated. The residue was taken up in 150 mL water and extracted three times with ethyl acetate (150 mL each). The combined organic extra... The yield is 65.9%. Starting materials: [OH-].[Na+] (sodium hydroxide), S(=O)(Cl)Cl (thionyl chloride), BrC=1C=C(C(=O)O)C=CC1OC (3-Bromo-4-methoxybenzoic acid), NC(CO)(C)C (2-Amino-2-methyl-1-propanol), S(=O)(Cl)Cl (thionyl chloride). Conditions: temperature 70 celsius, time 0.5 hour. RXN SMILES: [Br:1][C:2]1[CH:3]=[C:4]([CH:8]=[CH:9][C:10]=1[O:11][CH3:12])[C:5]([OH:7])=O.S(Cl)(Cl)=O.[NH2:17][C:18]([CH3:22])([CH3:21])[CH2:19]O.[OH-].[Na+]>CN(C=O)C.O.C(Cl)Cl.C(OCC)(=O)C.C1(C)C=CC=CC=1>[Br:1][C:2]1[CH:3]=[C:4]([C:5]2[O:7][CH2:19][C:18]([CH3:22])([CH3:21])[N:17]=2)[CH:8]=[CH:9][C:10]=1[O:11][CH3:12] |f:3.4|. Reagents/catalysts: CN(C)C=O (DMF). Solvent: O (water), C(Cl)Cl (methylene chloride), C(C)(=O)OCC (ethyl acetate), C1(=CC=CC=C1)C (toluene). The product is BrC=1C=C(C=CC1OC)C=1OCC(N1)(C)C (2-(3-bromo-4-methoxyphenyl)4,4-dimethyl-4,5-dihydrooxazole). Reported procedure: 3-Bromo-4-methoxybenzoic acid (8.75 g, 37.9 mmol), toluene (80 ml), ethyl acetate (20 m1l), methylene chloride (20 ml) and DMF (1 drop) were mixed, and to this solution was added thionyl chloride (6.5 ml, 90 mmol). The mixture was stirred at 70° C. for 0.5 hour. The reaction mixture was concentrated under reduced pressure, and toluene was added. The mixture was further concentrated under reduced pressure. Methylene chloride (160 ml) was added to the obtained residue, and this solution was cooled... The reactants are Cl (HCl), C(C)N(C1=C(NC2=CC=C(C=C12)OC)C(=O)OCC)CC (ethyl 3-(diethylamino)-5-methoxy-1H-indole-2-carboxylate), [NH2-].[Li+] (lithium amide), Cl (HCl), C(C)(=O)O (acetic acid). Solvent: CCOCC (ether). Product: Cl.C(C)N(C1=C(NC2=CC=C(C=C12)OC)C(=O)N)CC (3-(Diethylamino)-5-methoxy-1H-indole-2-carboxamide, monohydrochloride). The yield is 36.0%. Reaction SMILES: [CH2:1]([N:3]([CH2:20][CH3:21])[C:4]1[C:12]2[C:7](=[CH:8][CH:9]=[C:10]([O:13][CH3:14])[CH:11]=2)[NH:6][C:5]=1[C:15](OCC)=[O:16])[CH3:2].[NH2-:22].[Li+].C(O)(=O)C.[ClH:28]>CCOCC>[ClH:28].[CH2:1]([N:3]([CH2:20][CH3:21])[C:4]1[C:12]2[C:7](=[CH:8][CH:9]=[C:10]([O:13][CH3:14])[CH:11]=2)[NH:6][C:5]=1[C:15]([NH2:22])=[O:16])[CH3:2] |f:1.2,6.7|. Reported procedure: Prepared from ethyl 3-(diethylamino)-5-methoxy-1H-indole-2-carboxylate (Unangst PC, et al., J. Heterocyclic Chem. 1987;24:817) and lithium amide by the procedure described in Example 18, with the exception that dilute acetic acid is substituted for 1.0N HCl during the wash of the ethyl acetate extracts. The crude product is purified by flash chromatography (silica gel, 30% ethyl acetate in dichloromethane elution) to give a foam. The foam is dissolved in ether and treated with gaseous HCl to pro... The reactants are C1(=CC=CC2=CC=CC=C12)C#CCO (3-naphthalen-1-yl-prop-2-yn-1-ol), C[N+]1(CCOCC1)[O-] (N-methylmorpholin-N-oxide). The reagents and catalysts are [Ru](=O)(=O)(=O)[O-].C(CC)[N+](CCC)(CCC)CCC (tetrapropylammonium perruthenate). The solvent is ClCCl (dichloromethane). Product: C1(=CC=CC2=CC=CC=C12)C#CC=O (naphthalen-1-yl-propynal). Yield: 82.1%. As a reaction SMILES: [C:1]1([C:11]#[C:12][CH2:13][OH:14])[C:10]2[C:5](=[CH:6][CH:7]=[CH:8][CH:9]=2)[CH:4]=[CH:3][CH:2]=1.C[N+]1([O-])CCOCC1>ClCCl.[Ru]([O-])(=O)(=O)=O.C([N+](CCC)(CCC)CCC)CC>[C:1]1([C:11]#[C:12][CH:13]=[O:14])[C:10]2[C:5](=[CH:6][CH:7]=[CH:8][CH:9]=2)[CH:4]=[CH:3][CH:2]=1 |f:3.4|. Reported procedure: A solution of 3-naphthalen-1-yl-prop-2-yn-1-ol (3.51 g, 19.26 mmol) in dichloromethane (60 mL) and tetrapropylammonium perruthenate (0.14 g, 0.39 mmol, 2 mol %) was stirred at 0° C. under an atmosphere of nitrogen. N-methylmorpholin-N-oxide (4.06 g, 34.67 mmol, 1.8 eq.) was divided into 4 portions and the first portion (1.01 g, 8.67 mmol) was added to the reaction mixture and the resulting black mixture was stirred at room temperature for an hour. The remaining portions were added sequentially a... Starting materials: C(=C)N1C(CCC1)=O (N-vinylpyrrolidone), C=CN1CCN(C1=O)C=C (N,N'-divinylethyleneurea), [OH-].[Na+] (sodium hydroxide), S(=O)([O-])S(=O)[O-].[Na+].[Na+] (sodium dithionite). The solvent is O (water), O (water). Reaction conditions: temperature 60 celsius, time 1 hour. The product is 37, C(=C)N1C=NC=C1 (N-vinylimidazole), C=CN1CCN(C1=O)C=C (DVEU). RXN SMILES: C(N1CCCC1=O)=C.[CH2:9]=[CH:10][N:11]1[C:15](=[O:16])[N:14]([CH:17]=[CH2:18])[CH2:13][CH2:12]1.[OH-].[Na+].S(S([O-])=O)([O-])=O.[Na+].[Na+]>O>[CH:10]([N:11]1[CH:12]=[CH:13][N:14]=[CH:15]1)=[CH2:9].[CH2:9]=[CH:10][N:11]1[C:15](=[O:16])[N:14]([CH:17]=[CH2:18])[CH2:13][CH2:12]1 |f:2.3,4.5.6|. Procedure: A mixture of 4 parts of N-vinylpyrrolidone, 0.1 part of N,N'-divinylethyleneurea (DVEU), 50 parts of water and 0.5 part of 5% strength sodium hydroxide solution was placed in a stirred vessel and heated to 60° C. in a stream of nitrogen. 0.01 part of sodium dithionite was added and the mixture was stirred at 70° C. for 1 h. A suspension was obtained into which a solution of 37 parts of N-vinylimidazole and 1.2 parts of DVEU in 50 parts of water was metered over a period of 3 hours. The mixture w...